From a dataset of the Open Reaction Database (ORD), a public repository of structured organic reaction records. describe an organic reaction: reactants, conditions, products, and yield The reactants are C(C)(C)(C)OC(=O)N1CCN(CC1)C1=NC(=CC=C1)C1=CC=2CCCC(C2C=C1)(C)C (4-[6-(5,5-dimethyl-5,6,7,8-tetrahydronaphthalen-2-yl)pyridin-2-yl]piperazine-1-carboxylic acid tert-butyl ester), Cl (hydrochloride). Product: CC1(C=2C=CC(=CC2CCC1)C1=CC=CC(=N1)N1CCNCC1)C (1-[6-(5,5-Dimethyl-5,6,7,8-tetrahydronaphthalen-2-yl)pyridin-2-yl]-piperazine). As a reaction SMILES: C(OC([N:8]1[CH2:13][CH2:12][N:11]([C:14]2[CH:19]=[CH:18][CH:17]=[C:16]([C:20]3[CH:29]=[CH:28][C:27]4[C:26]([CH3:31])([CH3:30])[CH2:25][CH2:24][CH2:23][C:22]=4[CH:21]=3)[N:15]=2)[CH2:10][CH2:9]1)=O)(C)(C)C.Cl>>[CH3:30][C:26]1([CH3:31])[CH2:25][CH2:24][CH2:23][C:22]2[CH:21]=[C:20]([C:16]3[N:15]=[C:14]([N:11]4[CH2:12][CH2:13][NH:8][CH2:9][CH2:10]4)[CH:19]=[CH:18][CH:17]=3)[CH:29]=[CH:28][C:27]1=2. Procedure: The above compound is prepared analogously to FS201 starting from 4-[6-(5,5-dimethyl-5,6,7,8-tetrahydronaphthalen-2-yl)pyridin-2-yl]piperazine-1-carboxylic acid tert-butyl ester. Product is the hydrochloride. Reactants: [Na+], [Na], [OH-], O, CC(C)N1CCN(C(=O)c2ccc(C(O)S(=O)(=O)O)cc2)CC1. Product: CC(C)N1CCN(C(=O)c2ccc(C=O)cc2)CC1. As a reaction SMILES: [Na+:26].[Na:1].[OH-:25].[OH2:27].[OH:2][CH:3]([S:4]([OH:5])(=[O:6])=[O:7])[c:8]1[cH:9][cH:10][c:11]([C:14](=[O:15])[N:16]2[CH2:17][CH2:18][N:19]([CH:22]([CH3:23])[CH3:24])[CH2:20][CH2:21]2)[cH:12][cH:13]1>>[O:2]=[CH:3][c:8]1[cH:9][cH:10][c:11]([C:14](=[O:15])[N:16]2[CH2:17][CH2:18][N:19]([CH:22]([CH3:23])[CH3:24])[CH2:20][CH2:21]2)[cH:12][cH:13]1. The reactants are [Si](C)(C)(C(C)(C)C)OCCNC1CCCC1 ([2-(tert-butyl-dimethylsilanyloxy)-ethyl]-cyclopentylamine), CC(C=O)(C)C (2,2-dimethyl-propionaldehyde), [Si](C)(C)(C(C)(C)C)OCCN (2-(tert-butyl-dimethylsilanyloxy)-ethylamine). Product: [Si](C)(C)(C(C)(C)C)OCCNCC(C)(C)C ([2-(tert-Butyl-dimethylsilanyloxy)-ethyl]-(2,2-dimethyl-propyl)-amine). As a reaction SMILES: [Si:1]([O:8][CH2:9][CH2:10][NH:11]C1CCCC1)([C:4]([CH3:7])([CH3:6])[CH3:5])([CH3:3])[CH3:2].[CH3:17][C:18]([CH3:22])([CH3:21])[CH:19]=O.[Si](OCCN)(C(C)(C)C)(C)C>>[Si:1]([O:8][CH2:9][CH2:10][NH:11][CH2:19][C:18]([CH3:22])([CH3:21])[CH3:17])([C:4]([CH3:6])([CH3:7])[CH3:5])([CH3:3])[CH3:2]. Reported procedure: This compound was prepared following the same method as described for [2-(tert-butyl-dimethylsilanyloxy)-ethyl]-cyclopentyl-amine (8e) from 2,2-dimethyl-propionaldehyde (1 g, 11.61 mmol) and 2-(tert-butyl-dimethylsilanyloxy)-ethylamine (8c) (2.0 g, 11.6 mmol) as colorless oil (1.1 g, 38.6%). The yield is 52.0%. Product: ClCC1=NC2=CC(=C(C=C2C(=N1)C1=CC(=C(C=C1)OC)OC)OC)OC (2-chloromethyl-4-(3,4-dimethoxyphenyl)-6,7-dimethoxyquinazoline). The reactants are [Cl-].[Al+3].[Cl-].[Cl-] (Aluminium chloride), NC1=C(C(=O)C2=CC(=C(C=C2)OC)OC)C=C(C(=C1)OC)OC (2-amino-4,5,3',4'-tetramethoxybenzophenone), ClCC#N (chloroacetonitrile). The solvent is O (water). Conditions: temperature 100 celsius, time 2 hour. Reported procedure: Aluminium chloride powder (6.7 g) was added to a mixture of 2-amino-4,5,3',4'-tetramethoxybenzophenone (8.0 g) and chloroacetonitrile (25 ml), and the mixture was stirred at 100° C. for 2 hours. The reaction mixture was poured into water and extracted with chloroform. The chloroform layer was washed with water and dried over magnesium sulfate. The residue was subjected to column chromatography on silica gel. The fractions eluted with chloroform-ethyl acetate (10:1, v/v) gave 2-chloromethyl-4-(3,... As a reaction SMILES: [Cl-].[Al+3].[Cl-].[Cl-].[NH2:5][C:6]1[CH:23]=[C:22]([O:24][CH3:25])[C:21]([O:26][CH3:27])=[CH:20][C:7]=1[C:8]([C:10]1[CH:15]=[CH:14][C:13]([O:16][CH3:17])=[C:12]([O:18][CH3:19])[CH:11]=1)=O.[Cl:28][CH2:29][C:30]#[N:31]>O>[Cl:28][CH2:29][C:30]1[N:31]=[C:8]([C:10]2[CH:15]=[CH:14][C:13]([O:16][CH3:17])=[C:12]([O:18][CH3:19])[CH:11]=2)[C:7]2[C:6](=[CH:23][C:22]([O:24][CH3:25])=[C:21]([O:26][CH3:27])[CH:20]=2)[N:5]=1 |f:0.1.2.3|. Starting materials: ice, OC[C@]12[C@H](OCC1)C[C@H](C2)NC(OC(C)(C)C)=O (tert-Butyl (3aR,5S,6aR)-3a-(hydroxymethyl)hexahydro-2H-cyclopenta[b]furan-5-ylcarbamate), CC(=O)C (acetone), CC(=O)C.OS(=O)(=O)O.O=[Cr](=O)=O (Jones reagent), C(C)(C)O (isopropyl alcohol). Run in O (Water). Run at time 1 hour. The product is C(C)(C)(C)OC(=O)N[C@H]1C[C@]2([C@H](OCC2)C1)C(=O)O ((3aS,5S,6aR)-5-(tert-Butoxycarbonylamino)hexahydro-2H-cyclopenta[b]furan-3a-carboxylic acid). RXN SMILES: [OH:1][CH2:2][C@:3]12[CH2:10][C@H:9]([NH:11][C:12](=[O:18])[O:13][C:14]([CH3:17])([CH3:16])[CH3:15])[CH2:8][C@H:4]1[O:5][CH2:6][CH2:7]2.CC(C)=[O:21].CC(C)=O.OS(O)(=O)=O.O=[Cr](=O)=O.C(O)(C)C>O>[C:14]([O:13][C:12]([NH:11][C@@H:9]1[CH2:8][C@H:4]2[O:5][CH2:6][CH2:7][C@@:3]2([C:2]([OH:21])=[O:1])[CH2:10]1)=[O:18])([CH3:15])([CH3:17])[CH3:16] |f:2.3.4|. Procedure: To an ice-cold solution of the product of Step H (426 g, 1.57 mol) and acetone (8.1 L) was added Jones reagent (710 mL) over 1 h 20 min. The resulting suspension was stirred at rt for 1 h, after which isopropyl alcohol (40 mL) was added, and the reaction stirred for 25 min at rt. Water was added, and the water/acetone was decanted off and evaporated. The insoluble material was dissolved separately in water and extracted with CH2Cl2. The green water/acetone concentrate was extracted with CH2Cl2 a... The reactants are BrB(Br)Br, ClCCl, NN, CCCCC1(CCCC)CN(c2ccc(Cl)cc2)c2cc(SC)c(OC)cc2S(=O)(=O)C1, O, O. The product is CCCCC1(CCCC)CN(c2ccc(Cl)cc2)c2cc(SC)c(O)cc2S(=O)(=O)C1. As a reaction SMILES: [B:33]([Br:34])([Br:35])[Br:36].[Cl:41][CH2:42][Cl:43].[NH2:39][NH2:40].[O:1]=[S:2]1(=[O:32])[CH2:3][C:4]([CH2:24][CH2:25][CH2:26][CH3:27])([CH2:28][CH2:29][CH2:30][CH3:31])[CH2:5][N:6]([c:17]2[cH:18][cH:19][c:20]([Cl:23])[cH:21][cH:22]2)[c:7]2[c:8]1[cH:9][c:10]([O:15][CH3:16])[c:11]([S:13][CH3:14])[cH:12]2.[OH2:37].[OH2:38]>>[O:1]=[S:2]1(=[O:32])[CH2:3][C:4]([CH2:24][CH2:25][CH2:26][CH3:27])([CH2:28][CH2:29][CH2:30][CH3:31])[CH2:5][N:6]([c:17]2[cH:18][cH:19][c:20]([Cl:23])[cH:21][cH:22]2)[c:7]2[c:8]1[cH:9][c:10]([OH:15])[c:11]([S:13][CH3:14])[cH:12]2.